Dataset: the Open Reaction Database (ORD), a public repository of structured organic reaction records. Task: describe an organic reaction: reactants, conditions, products, and yield Starting materials: CC(=O)c1cc(C)cc(Br)c1O, CCO, COc1ccc(C=O)cc1Cl, Cl, [Na+], [OH-], O. The product is COc1ccc(C=CC(=O)c2cc(C)cc(Br)c2O)cc1Cl. RXN SMILES: [Br:1][c:2]1[c:3]([OH:12])[c:4]([C:9]([CH3:10])=[O:11])[cH:5][c:6]([CH3:8])[cH:7]1.[CH3:28][CH2:29][OH:30].[Cl:13][c:14]1[cH:15][c:16]([CH:17]=[O:18])[cH:19][cH:20][c:21]1[O:22][CH3:23].[ClH:26].[Na+:25].[OH-:24].[OH2:27]>>[Br:1][c:2]1[c:3]([OH:12])[c:4]([C:9]([CH:10]=[CH:17][c:16]2[cH:15][c:14]([Cl:13])[c:21]([O:22][CH3:23])[cH:20][cH:19]2)=[O:11])[cH:5][c:6]([CH3:8])[cH:7]1. Reactants: Cl, NO, Cc1cc(Nc2nccc(C(F)(F)F)n2)cc(-c2cnc(C3(O)CCCC(=O)C3(C)C)s2)c1, c1ccncc1. The product is Cc1cc(Nc2nccc(C(F)(F)F)n2)cc(-c2cnc(C3(O)CCCC(=NO)C3(C)C)s2)c1. As a reaction SMILES: [ClH:34].[NH2:35][OH:36].[OH:1][C:2]1([c:11]2[s:12][c:13](-[c:16]3[cH:17][c:18]([CH3:33])[cH:19][c:20]([NH:22][c:23]4[n:24][cH:25][cH:26][c:27]([C:29]([F:30])([F:31])[F:32])[n:28]4)[cH:21]3)[cH:14][n:15]2)[C:3]([CH3:9])([CH3:10])[C:4](=[O:8])[CH2:5][CH2:6][CH2:7]1.[cH:37]1[cH:38][cH:39][n:40][cH:41][cH:42]1>>[OH:1][C:2]1([c:11]2[s:12][c:13](-[c:16]3[cH:17][c:18]([CH3:33])[cH:19][c:20]([NH:22][c:23]4[n:24][cH:25][cH:26][c:27]([C:29]([F:30])([F:31])[F:32])[n:28]4)[cH:21]3)[cH:14][n:15]2)[C:3]([CH3:9])([CH3:10])[C:4](=[N:35][OH:36])[CH2:5][CH2:6][CH2:7]1. Starting materials: COC(CCNC(C1=CC=C(C=C1)C(CCCC(F)(F)F)OC1=CC=C(C=C1)Br)=O)=O (3-{4-[1-(4-bromo-phenoxy)-5,5,5-trifluoro-pentyl]-benzoylamino}-propionic acid methyl ester), FC(C1=CC=C(C=C1)B(O)O)(F)F (4-trifluoromethyl phenyl boronic acid). Product: FC(CCCC(OC1=CC=C(C=C1)C1=CC=C(C=C1)C(F)(F)F)C1=CC=C(C(=O)NCCC(=O)O)C=C1)(F)F (3-{4-[5,5,5-trifluoro-1-(4′-trifluoromethyl-biphenyl-4-yloxy)-pentyl]-benzoylamino}-propionic acid). Reaction SMILES: C[O:2][C:3](=[O:31])[CH2:4][CH2:5][NH:6][C:7](=[O:30])[C:8]1[CH:13]=[CH:12][C:11]([CH:14]([O:22][C:23]2[CH:28]=[CH:27][C:26](Br)=[CH:25][CH:24]=2)[CH2:15][CH2:16][CH2:17][C:18]([F:21])([F:20])[F:19])=[CH:10][CH:9]=1.[F:32][C:33]([F:44])([F:43])[C:34]1[CH:39]=[CH:38][C:37](B(O)O)=[CH:36][CH:35]=1>>[F:19][C:18]([F:20])([F:21])[CH2:17][CH2:16][CH2:15][CH:14]([C:11]1[CH:12]=[CH:13][C:8]([C:7]([NH:6][CH2:5][CH2:4][C:3]([OH:2])=[O:31])=[O:30])=[CH:9][CH:10]=1)[O:22][C:23]1[CH:28]=[CH:27][C:26]([C:37]2[CH:38]=[CH:39][C:34]([C:33]([F:44])([F:43])[F:32])=[CH:35][CH:36]=2)=[CH:25][CH:24]=1. Procedure details: The title compound is prepared in a manner substantially similar to Example 128 starting from 3-{4-[1-(4-bromo-phenoxy)-5,5,5-trifluoro-pentyl]-benzoylamino}-propionic acid methyl ester and 4-trifluoromethyl phenyl boronic acid. Isomer 1 MS: 552.2 [M−H]−; Isomer 2 MS: 552.2 [M−H]−. The reactants are [H-].[Al+3].[Li+].[H-].[H-].[H-] (Lithiumaluminiumhydride), ClC1=C2C=CC=NC2=CC=C1C(=O)OCC (ethyl 5-chloro-6-quinolinecarboxylate), C(C)OC(C)=O (Ethylacetate), O (water). The solvent is O1CCCC1 (tetrahydrofuran). Run at time 1 hour. The product is ClC1=C2C=CC=NC2=CC=C1CO (5-chloro-6-quinolinemethanol). Yield: 95.1%. Reaction SMILES: [H-].[Al+3].[Li+].[H-].[H-].[H-].[Cl:7][C:8]1[C:17]([C:18](OCC)=[O:19])=[CH:16][CH:15]=[C:14]2[C:9]=1[CH:10]=[CH:11][CH:12]=[N:13]2.C(OC(=O)C)C.O>O1CCCC1>[Cl:7][C:8]1[C:17]([CH2:18][OH:19])=[CH:16][CH:15]=[C:14]2[C:9]=1[CH:10]=[CH:11][CH:12]=[N:13]2 |f:0.1.2.3.4.5|. Reported procedure: Lithiumaluminiumhydride (1.66 g) was added portionwise to a solution of intermediate 1 (10.11 g) in tetrahydrofuran (325 ml) at 0° C. under N2 and the mixture was stirred for 1 hour. Ethylacetate (70 ml) and water (3 ml) were added to the mixture which was subsequently filtered. The filtrate was dried over MgSO4, filtered and evaporated, yielding 7.9 g (93%) 5-chloro-6-quinolinemethanol (intermediate 2).